Dataset: the Open Reaction Database (ORD), a public repository of structured organic reaction records. Task: describe an organic reaction: reactants, conditions, products, and yield Reactants: N1N=C(N=C1)C1=CC=C(C=C1)C=1C=NN2C1N=C(C=C2)N2C(OCC2C2=NC=CC=C2)=O (3-(3-(4-(1H-1,2,4-triazol-3-yl)phenyl)pyrazolo[1,5-a]pyrimidin-5-yl)-4-(pyridin-2-yl)oxazolidin-2-one), solution. Solvent: C(C)O (ethanol), C(C)O (ethanol). Yields the product N1N=C(N=C1)C1=CC=C(C=C1)C=1C=NN2C1N=C(C=C2)N2C(OC[C@H]2C2=NC=CC=C2)=O ((R)-3-(3-(4-(1H-1,2,4-triazol-3-yl)phenyl)pyrazolo[1,5-a]pyrimidin-5-yl)-4-(pyridin-2-yl)oxazolidin-2-one). RXN SMILES: [NH:1]1[CH:5]=[N:4][C:3]([C:6]2[CH:11]=[CH:10][C:9]([C:12]3[CH:13]=[N:14][N:15]4[CH:20]=[CH:19][C:18]([N:21]5[CH:25]([C:26]6[CH:31]=[CH:30][CH:29]=[CH:28][N:27]=6)[CH2:24][O:23][C:22]5=[O:32])=[N:17][C:16]=34)=[CH:8][CH:7]=2)=[N:2]1>C(O)C>[NH:1]1[CH:5]=[N:4][C:3]([C:6]2[CH:7]=[CH:8][C:9]([C:12]3[CH:13]=[N:14][N:15]4[CH:20]=[CH:19][C:18]([N:21]5[C@H:25]([C:26]6[CH:31]=[CH:30][CH:29]=[CH:28][N:27]=6)[CH2:24][O:23][C:22]5=[O:32])=[N:17][C:16]=34)=[CH:10][CH:11]=2)=[N:2]1. Reported procedure: Racemic 3-(3-(4-(1H-1,2,4-triazol-3-yl)phenyl)pyrazolo[1,5-a]pyrimidin-5-yl)-4-(pyridin-2-yl)oxazolidin-2-one (Example 69) was dissolved in hot ethanol (10 mg/3 mL) and 1.5 mL of the solution injected (8 injections total) onto a 2.2 cm×250 mm Chiral Tech OD-H column using 35% ethanol/65% hexanes as eluent with a 21 mL/minute flow rate. Peak 2 was isolated to give (R)-3-(3-(4-(1H-1,2,4-triazol-3-yl)phenyl)pyrazolo[1,5-a]pyrimidin-5-yl)-4-(pyridin-2-yl)oxazolidin-2-one (19.8 mg). LCMS (APCI+) m/z ... Starting materials: [Cl-], CC(C)C(C=Cc1ccccc1F)C(=O)O, O=CCc1ccccc1F, OCc1cccc(Oc2ccccc2)c1. Product: CC(C)C(C=Cc1ccccc1F)C(=O)OCc1cccc(Oc2ccccc2)c1. RXN SMILES: [Cl-:27].[F:11][c:12]1[c:13]([CH:18]=[CH:19][CH:20]([C:21](=[O:22])[OH:23])[CH:24]([CH3:25])[CH3:26])[cH:14][cH:15][cH:16][cH:17]1.[F:1][c:2]1[cH:3][cH:4][cH:5][cH:6][c:7]1[CH2:8][CH:9]=[O:10].[O:28]([c:29]1[cH:30][cH:31][cH:32][cH:33][cH:34]1)[c:35]1[cH:36][c:37]([CH2:38][OH:39])[cH:40][cH:41][cH:42]1>>[F:11][c:12]1[c:13]([CH:18]=[CH:19][CH:20]([C:21](=[O:22])[O:23][CH2:38][c:37]2[cH:36][c:35]([O:28][c:29]3[cH:30][cH:31][cH:32][cH:33][cH:34]3)[cH:42][cH:41][cH:40]2)[CH:24]([CH3:25])[CH3:26])[cH:14][cH:15][cH:16][cH:17]1. The product is COC(/C(/C(=C\C1=CC=CC=C1)/C(=O)O)=C/C1=C(C=C(C=C1OC)OC)OC)=O ((E)-2-[(E)-2,4,6-trimethoxybenzylidene]-3-carboxy-4-phenyl-3-butenoic acid methyl ester), COC(/C(/C(=C\C1=CC=CC=C1)/C(=O)O)=C\C1=C(C=C(C=C1OC)OC)OC)=O ((E)-2-[(Z)-2,4,6-trimethoxybenzylidene]-3-carboxy-4-phenyl-3-butenoic acid methyl ester). Starting materials: COC(C/C(=C\C1=CC=CC=C1)/C(=O)OC)=O ((E)-3-Methoxycarbonyl-4-phenyl-3-butenoic acid methyl ester), COC1=C(C=O)C(=CC(=C1)OC)OC (2,4,6-trimethoxybenzaldehyde). Procedure: (E)-3-Methoxycarbonyl-4-phenyl-3-butenoic acid methyl ester and 2,4,6-trimethoxybenzaldehyde are treated in the same manner as in Example 1-(1) to give (E)-2-[(E)-2,4,6-trimethoxybenzylidene]-3-carboxy-4-phenyl-3-butenoic acid methyl ester (foam) and (E)-2-[(Z)-2,4,6-trimethoxybenzylidene]-3-carboxy-4-phenyl-3-butenoic acid methyl ester (m.p. 208°-210° C.). RXN SMILES: [CH3:1][O:2][C:3](=[O:17])[CH2:4]/[C:5](/[C:13]([O:15]C)=[O:14])=[CH:6]\[C:7]1[CH:12]=[CH:11][CH:10]=[CH:9][CH:8]=1.[CH3:18][O:19][C:20]1[CH:27]=[C:26]([O:28][CH3:29])[CH:25]=[C:24]([O:30][CH3:31])[C:21]=1[CH:22]=O>>[CH3:1][O:2][C:3](=[O:17])/[C:4](=[CH:22]/[C:21]1[C:20]([O:19][CH3:18])=[CH:27][C:26]([O:28][CH3:29])=[CH:25][C:24]=1[O:30][CH3:31])/[C:5](/[C:13]([OH:15])=[O:14])=[CH:6]\[C:7]1[CH:12]=[CH:11][CH:10]=[CH:9][CH:8]=1.[CH3:1][O:2][C:3](=[O:17])/[C:4](=[CH:22]\[C:21]1[C:20]([O:19][CH3:18])=[CH:27][C:26]([O:28][CH3:29])=[CH:25][C:24]=1[O:30][CH3:31])/[C:5](/[C:13]([OH:15])=[O:14])=[CH:6]\[C:7]1[CH:12]=[CH:11][CH:10]=[CH:9][CH:8]=1. Reactants: C(=O)(O)C1CC2=C(CN1)C=CS2 ((RS)-6-Carboxy-4,5,6,7-tetrahydrothieno[3,2-c]pyridine), [H-].[Al+3].[Li+].[H-].[H-].[H-] (lithium aluminum hydride), O (water), [OH-].[Na+] (sodium hydroxide), O (water). Solvent: O1CCCC1 (tetrahydrofuran). Run at time 20 hour. Product: OCC1CC2=C(CN1)C=CS2 ((RS)-6-Hydroxymethyl-4,5,6,7-tetrahydrothieno[3,2-c]pyridine). The yield is 35.1%. RXN SMILES: [C:1]([CH:4]1[NH:9][CH2:8][C:7]2[CH:10]=[CH:11][S:12][C:6]=2[CH2:5]1)(O)=[O:2].[H-].[Al+3].[Li+].[H-].[H-].[H-].O.[OH-].[Na+]>O1CCCC1>[OH:2][CH2:1][CH:4]1[NH:9][CH2:8][C:7]2[CH:10]=[CH:11][S:12][C:6]=2[CH2:5]1 |f:1.2.3.4.5.6,8.9|. Reported procedure: (RS)-6-Carboxy-4,5,6,7-tetrahydrothieno[3,2-c]pyridine (3.7 g) is added, under a nitrogen atmosphere and in small portions, to a solution of lithium aluminum hydride (1.1 g) in tetrahydrofuran (45 cc); the resulting suspension is heated under reflux for 4 hours. After cooling, water (1.35 cc), 5N aqueous sodium hydroxide solution (0.95 cc) and water (4.35 cc) are successively added dropwise. The inorganic salts formed are filtered off and washed with methylene chloride (5×20 cc). The filtrates a... Starting materials: C(C1=CC=CC=C1)OC(NCC(NC1C(C2C(CN(C2)C(C)C)C1)COC)=O)=O ([(2-isopropyl-4-methoxymethyloctahydrocyclopenta[c]pyrrol-5-ylcarbamoyl)methyl]carbamic acid benzyl ester). Solvent: Br (hydrogen bromide), C(C)(=O)O (acetic acid), CCOCC (ether). Yields the product NCC(=O)NC1C(C2C(CN(C2)C(C)C)C1)COC (2-amino-N-(2-isopropyl-4-methoxymethyloctahydrocyclopenta[c]pyrrol-5-yl)acetamide). RXN SMILES: C(OC(=O)[NH:10][CH2:11][C:12](=[O:28])[NH:13][CH:14]1[CH2:24][CH:17]2[CH2:18][N:19]([CH:21]([CH3:23])[CH3:22])[CH2:20][CH:16]2[CH:15]1[CH2:25][O:26][CH3:27])C1C=CC=CC=1>Br.C(O)(=O)C.CCOCC>[NH2:10][CH2:11][C:12]([NH:13][CH:14]1[CH2:24][CH:17]2[CH2:18][N:19]([CH:21]([CH3:22])[CH3:23])[CH2:20][CH:16]2[CH:15]1[CH2:25][O:26][CH3:27])=[O:28]. Reported procedure: A solution of [(2-isopropyl-4-methoxymethyloctahydrocyclopenta[c]pyrrol-5-ylcarbamoyl)methyl]carbamic acid benzyl ester in 30% hydrogen bromide in acetic acid is stirred at room temperature until the reaction is complete. The mixture is diluted with ether and the precipitated material is purified by trituration with additional ether, followed if necessary by reverse phase HPLC and lyophilization, providing the title product. Reactants: CC(=O)Nc1ccc(Sc2nc(Nc3cc(C)n[nH]3)c3ccc([N+](=O)[O-])cc3n2)cc1, CS(C)=O. Yields the product CC(=O)Nc1ccc(Sc2nc(Nc3cc(C)n[nH]3)c3ccc(NO)cc3n2)cc1. Reaction SMILES: [C:1]([CH3:2])(=[O:3])[NH:4][c:5]1[cH:6][cH:7][c:8]([S:11][c:12]2[n:13][c:14]3[cH:15][c:16]([N+:29](=[O:30])[O-:31])[cH:17][cH:18][c:19]3[c:20]([NH:22][c:23]3[nH:24][n:25][c:26]([CH3:28])[cH:27]3)[n:21]2)[cH:9][cH:10]1.[CH3:32][S:33]([CH3:34])=[O:35]>>[C:1]([CH3:2])(=[O:3])[NH:4][c:5]1[cH:6][cH:7][c:8]([S:11][c:12]2[n:13][c:14]3[cH:15][c:16]([NH:29][OH:30])[cH:17][cH:18][c:19]3[c:20]([NH:22][c:23]3[nH:24][n:25][c:26]([CH3:28])[cH:27]3)[n:21]2)[cH:9][cH:10]1.